This data is from the Open Reaction Database (ORD), a public repository of structured organic reaction records. The task is: describe an organic reaction: reactants, conditions, products, and yield Reactants: C(C)C=1N=C2N(N=C(C=C2C)C)C1CC1=CC=C(OC(C(=O)OC)C2=CC(=CC=C2)Cl)C=C1 (methyl 2-[4-[(2-ethyl-6,8-dimethylimidazo[1,2-b]pyridazin-3-yl)methyl]phenoxy]-2-(3-chlorophenyl)acetate), solution, [OH-].[Na+] (sodium hydroxide), Cl (hydrochloric acid). The solvent is CO (methanol). Run at time 15 hour. Product: C(C)C=1N=C2N(N=C(C=C2C)C)C1CC1=CC=C(OC(C(=O)O)C2=CC(=CC=C2)Cl)C=C1 (2-[4-[(2-ethyl-6,8-dimethylimidazo[1,2-b]pyridazin-3-yl)methyl]phenoxy]-2-(3-chlorophenyl)acetic acid). Isolated yield 69.1%. As a reaction SMILES: [CH2:1]([C:3]1[N:4]=[C:5]2[C:10]([CH3:11])=[CH:9][C:8]([CH3:12])=[N:7][N:6]2[C:13]=1[CH2:14][C:15]1[CH:33]=[CH:32][C:18]([O:19][CH:20]([C:25]2[CH:30]=[CH:29][CH:28]=[C:27]([Cl:31])[CH:26]=2)[C:21]([O:23]C)=[O:22])=[CH:17][CH:16]=1)[CH3:2].[OH-].[Na+].Cl>CO>[CH2:1]([C:3]1[N:4]=[C:5]2[C:10]([CH3:11])=[CH:9][C:8]([CH3:12])=[N:7][N:6]2[C:13]=1[CH2:14][C:15]1[CH:16]=[CH:17][C:18]([O:19][CH:20]([C:25]2[CH:30]=[CH:29][CH:28]=[C:27]([Cl:31])[CH:26]=2)[C:21]([OH:23])=[O:22])=[CH:32][CH:33]=1)[CH3:2] |f:1.2|. Procedure details: To a solution of 0.043 g (0.09 mmol) of the product of Step A in 1 mL of methanol was added 0.5 mL of a 1.0N solution of sodium hydroxide and the reaction mixture was stirred at room temperature for 15 hours. The reaction mixture was then adjusted to pH=6 with 0.5 mL of 1.0N hydrochloric acid, then concentrated in vacuo. The residue was purified on a silica gel flash chromatography column eluted with CHCl3 -MeOH-NH4OH (80:15:1). The purified fractions were combined, evaporated and dried in vacuo...